From a dataset of the Open Reaction Database (ORD), a public repository of structured organic reaction records. describe an organic reaction: reactants, conditions, products, and yield Starting materials: FC(CS(=O)(=O)NC(C)(C)C1=CC(=CC=C1)C1=CC(=NN1C)CNC1=CC=C(C=C1)F)(F)F (2,2,2-Trifluoro-N-[1-(3-{3-[(4-fluorophenylamino)methyl]-1-methyl-1H-pyrazol-5-yl}phenyl)-1-methylethyl]ethanesulfonamide), C(C)=O (acetaldehyde). The reagents and catalysts are CC(=O)O (AcOH). Solvent: CC#N (MeCN). Conditions: time 16 hour. Yields the product FC(CS(=O)(=O)NC(C)(C)C1=CC(=CC=C1)C1=CC(=NN1C)CN(C1=CC=C(C=C1)F)CC)(F)F (2,2,2-Trifluoro-N-[1-(3-{3-[(ethyl{4-fluorophenyl}amino)methyl]-1-methyl-1H-pyrazol-5-yl}phenyl)-1-methylethyl]ethanesulfonamide). Yield: 11.4%. Reaction SMILES: [F:1][C:2]([F:33])([F:32])[CH2:3][S:4]([NH:7][C:8]([C:11]1[CH:16]=[CH:15][CH:14]=[C:13]([C:17]2[N:21]([CH3:22])[N:20]=[C:19]([CH2:23][NH:24][C:25]3[CH:30]=[CH:29][C:28]([F:31])=[CH:27][CH:26]=3)[CH:18]=2)[CH:12]=1)([CH3:10])[CH3:9])(=[O:6])=[O:5].[CH:34](=O)[CH3:35]>CC#N.CC(O)=O>[F:33][C:2]([F:1])([F:32])[CH2:3][S:4]([NH:7][C:8]([C:11]1[CH:16]=[CH:15][CH:14]=[C:13]([C:17]2[N:21]([CH3:22])[N:20]=[C:19]([CH2:23][N:24]([CH2:34][CH3:35])[C:25]3[CH:26]=[CH:27][C:28]([F:31])=[CH:29][CH:30]=3)[CH:18]=2)[CH:12]=1)([CH3:9])[CH3:10])(=[O:6])=[O:5]. Procedure details: NaB(CN)H3 (16 mg, 0.25 mmol) was added to a stirred solution of 2,2,2-trifluoro-N-[1-(3-{3-[(4-fluorophenylamino)methyl]-1-methyl-1H-pyrazol-5-yl}phenyl)-1-methylethyl]ethanesulfonamide (Example 3) (61 mg, 0.13 mmol) and acetaldehyde (11 mg, 0.25 mmol) in MeCN (5 mL), and AcOH (1 drop) and the mixture was stirred at RT for 16 hours. The mixture was concentrated under reduced pressure and then partitioned between NaHCO3 solution (20 mL) and EtOAc (70 mL). The organics were washed with brine (20 m... The reactants are O (Water), CN1C(=O)NC=2N=CN(C2C1=O)COC(C(C)(C)C)=O (1-methyl-7-(pivaloyloxymethyl)xanthine), C([O-])([O-])=O.[Na+].[Na+] (sodium carbonate), ICCCC(=O)OCC (ethyl 4-iodobutyrate). Run in CN(C)C=O (DMF), CCO.C(Cl)(Cl)Cl (EtOH CHCl3). Conditions: time 18 hour. The product is CN1C(=O)N(C=2N=CN(C2C1=O)COC(C(C)(C)C)=O)CCCC(=O)OCC (1-methyl-3-(carboethoxypropyl)-7-(pivaloyloxymethyl)xanthine). Isolated yield 123.6%. RXN SMILES: [CH3:1][N:2]1[C:11](=[O:12])[C:10]2[N:9]([CH2:13][O:14][C:15](=[O:20])[C:16]([CH3:19])([CH3:18])[CH3:17])[CH:8]=[N:7][C:6]=2[NH:5][C:3]1=[O:4].C(=O)([O-])[O-].[Na+].[Na+].I[CH2:28][CH2:29][CH2:30][C:31]([O:33][CH2:34][CH3:35])=[O:32].O>CN(C=O)C.CCO.C(Cl)(Cl)Cl>[CH3:1][N:2]1[C:11](=[O:12])[C:10]2[N:9]([CH2:13][O:14][C:15](=[O:20])[C:16]([CH3:17])([CH3:19])[CH3:18])[CH:8]=[N:7][C:6]=2[N:5]([CH2:28][CH2:29][CH2:30][C:31]([O:33][CH2:34][CH3:35])=[O:32])[C:3]1=[O:4] |f:1.2.3,7.8|. Procedure: A mixture of 1-methyl-7-(pivaloyloxymethyl)xanthine (350 mg, 1.25 mmes) sodium carbonate (265 mg, 2.50 mmoles) and ethyl 4-iodobutyrate (384 μl, 2.50 mmole) in 5.8 ml dry DMF was stirred under nitrogen at room temperature for 18 hours. Water was added and the reaction mixture extracted with chloroform. After drying, the extracts were stripped to leave a yellow oil which goes to chromotographed on four thick silica gel plates with 10% EtOH/CHCl3. The band was scraped off and eluted with 100 ml of...